This data is from the Open Reaction Database (ORD), a public repository of structured organic reaction records. The task is: describe an organic reaction: reactants, conditions, products, and yield Starting materials: C1=CC(=CC(=C1)Cl)C(=O)OO (MCPBA), FC1=CC=C2NC=3N=CC=CC3C(C2=C1)(C(F)F)OCC1CC1 (7-fluoro-9-cyclopropylmethoxy-9-difluoromethyl-4-azaacridine), C(Cl)Cl (CH2Cl2), C(Cl)Cl (CH2Cl2). Conditions: temperature 23 celsius, time 4 hour. Product: ClC1=CC2=C(NC3=[N+](C=CC=C3C2(C(F)F)OCC2CC2)[O-])C=C1 (7-Chloro-5-cyclopropylmethoxy-5-difluoromethyl-5,10-dihydro-benzo[b][1,8]naphthyridine 1-oxide). The yield is 70.0%. RXN SMILES: FC1[CH:15]=[C:14]2[C:5]([NH:6][C:7]3[N:8]=[CH:9][CH:10]=[CH:11][C:12]=3[C:13]2([O:19][CH2:20][CH:21]2[CH2:23][CH2:22]2)[CH:16]([F:18])[F:17])=[CH:4][CH:3]=1.C1C=C(Cl)C=C(C(OO)=[O:32])C=1.[CH2:35]([Cl:37])Cl>>[Cl:37][C:35]1[CH:3]=[CH:4][C:5]2[NH:6][C:7]3[C:12]([C:13]([O:19][CH2:20][CH:21]4[CH2:23][CH2:22]4)([CH:16]([F:18])[F:17])[C:14]=2[CH:15]=1)=[CH:11][CH:10]=[CH:9][N+:8]=3[O-:32]. Reported procedure: Method FF: To a 10.0 mL round bottom equipped with a magnetic stirrer, and nitrogen inlet was added 7-fluoro-9-cyclopropylmethoxy-9-difluoromethyl-4-azaacridine (1.4 g, 4.15 mmol) and anhydrous CH2Cl2 (50 mL). MCPBA (1.23 g, 4.64 mmol) was added in portions and stirred at 23° C. for 4 h. The reaction mixture was diluted with CH2Cl2, washed with sat. NaHCO3 solution (3×100 mL), brine and dried (MgSO4). Concentration afforded a yellow residue which was purified by column chromatography (SiO2, 1% E... The reactants are OCCC1=CC=C(C=C1)C=CN1C(C2=CC=CC=C2C1=O)=O (2-{2-[4-(2-hydroxy-ethyl)phenyl]-vinyl}-isoindole-1,3-dione). Reagents/catalysts: [Cl-].C1(=CC=CC=C1)P(C1=CC=CC=C1)C1=CC=CC=C1.C1(=CC=CC=C1)P(C1=CC=CC=C1)C1=CC=CC=C1.C1(=CC=CC=C1)P(C1=CC=CC=C1)C1=CC=CC=C1.[Rh+3].[Cl-].[Cl-] (rhodium tris(triphenylphosphine)chloride). Solvent: C(C)(=O)OCC (ethyl acetate). Reaction conditions: time 24 hour. Product: OCCC1=CC=C(C=C1)CCN1C(C2=CC=CC=C2C1=O)=O (2-{2-[4-(2-Hydroxy-ethyl)-phenyl]-ethyl}-isoindole-1,3-dione). The yield is 85.0%. Reaction SMILES: [OH:1][CH2:2][CH2:3][C:4]1[CH:9]=[CH:8][C:7]([CH:10]=[CH:11][N:12]2[C:20](=[O:21])[C:19]3[C:14](=[CH:15][CH:16]=[CH:17][CH:18]=3)[C:13]2=[O:22])=[CH:6][CH:5]=1>C(OCC)(=O)C.[Cl-].C1(P(C2C=CC=CC=2)C2C=CC=CC=2)C=CC=CC=1.C1(P(C2C=CC=CC=2)C2C=CC=CC=2)C=CC=CC=1.C1(P(C2C=CC=CC=2)C2C=CC=CC=2)C=CC=CC=1.[Rh+3].[Cl-].[Cl-]>[OH:1][CH2:2][CH2:3][C:4]1[CH:5]=[CH:6][C:7]([CH2:10][CH2:11][N:12]2[C:13](=[O:22])[C:14]3[C:19](=[CH:18][CH:17]=[CH:16][CH:15]=3)[C:20]2=[O:21])=[CH:8][CH:9]=1 |f:2.3.4.5.6.7.8|. Reported procedure: 2-{2-[4-(2-hydroxy-ethyl)phenyl]-vinyl}-isoindole-1,3-dione (Preparation 9, 62.0 g, 211.37 mmol) was dissolved in ethyl acetate (1200 mL). To this was added rhodium tris(triphenylphosphine)chloride, (12.7 g, 13.7 mmol) and the mixture hydrogenated at 20 psi, room temperature for 24 hours. The reaction was filtered and concentrated in vacuo. The residue was dissolved in ethyl acetate (1000 mL) and passed through a pad of silica gel, washing with ethyl acetate. The solvent was removed in vacuo to ... The reactants are C(C)(C)(C)C1=NN(C(=C1)NC(=O)N[C@H]1CC[C@H](C2=CC=CC=C12)OC=1C=CC=2N(C1)C(=NN2)N2CCCCC2)C=2C=NN(C2)CCCOS(=O)(=O)C (Methanesulfonic acid 3-(3-tert-butyl-5-{3-[(1S,4R)-4-(3-piperidin-1-yl-[1,2,4]triazolo[4,3-a]pyridin-6-yloxy)-1,2,3,4-tetrahydro-naphthalen-1-yl]-ureido}-[1,4′]bipyrazolyl-1′-yl)-propyl ester), N1CCOCC1 (morpholine). Product: C(=O)O.C(C)(C)(C)C1=NN(C(=C1)NC(=O)N[C@H]1CC[C@H](C2=CC=CC=C12)OC=1C=CC=2N(C1)C(=NN2)N2CCCCC2)C=2C=NN(C2)CCCN2CCOCC2 (1-[3-tert-Butyl-1′-(3-morpholin-4-yl-propyl)-1′H-[1,4′]bipyrazolyl-5-yl]-3-[(1S,4R)-4-(3-piperidin-1-yl-[1,2,4]triazolo[4,3-a]pyridin-6-yloxy)-1,2,3,4-tetrahydro-naphthalen-1-yl]-urea formate salt). Reaction SMILES: [C:1]([C:5]1[CH:9]=[C:8]([NH:10][C:11]([NH:13][C@@H:14]2[C:23]3[C:18](=[CH:19][CH:20]=[CH:21][CH:22]=3)[C@H:17]([O:24][C:25]3[CH:26]=[CH:27][C:28]4[N:29]([C:31]([N:34]5[CH2:39][CH2:38][CH2:37][CH2:36][CH2:35]5)=[N:32][N:33]=4)[CH:30]=3)[CH2:16][CH2:15]2)=[O:12])[N:7]([C:40]2[CH:41]=[N:42][N:43]([CH2:45][CH2:46][CH2:47][O:48]S(C)(=O)=O)[CH:44]=2)[N:6]=1)([CH3:4])([CH3:3])[CH3:2].[NH:53]1[CH2:58][CH2:57][O:56][CH2:55][CH2:54]1>>[CH:47]([OH:48])=[O:56].[C:1]([C:5]1[CH:9]=[C:8]([NH:10][C:11]([NH:13][C@@H:14]2[C:23]3[C:18](=[CH:19][CH:20]=[CH:21][CH:22]=3)[C@H:17]([O:24][C:25]3[CH:26]=[CH:27][C:28]4[N:29]([C:31]([N:34]5[CH2:35][CH2:36][CH2:37][CH2:38][CH2:39]5)=[N:32][N:33]=4)[CH:30]=3)[CH2:16][CH2:15]2)=[O:12])[N:7]([C:40]2[CH:41]=[N:42][N:43]([CH2:45][CH2:46][CH2:47][N:53]3[CH2:58][CH2:57][O:56][CH2:55][CH2:54]3)[CH:44]=2)[N:6]=1)([CH3:4])([CH3:2])[CH3:3] |f:2.3|. Procedure: The title compound was prepared starting from Intermediate 113f and morpholine using analogous procedures to those described in Example 113. LCMS (Method 5): Rt 3.36 min, m/z 722 [MH+]. 1H NMR (400 MHz, d6-DMSO): 1.20 (9H, s), 1.54-1.60 (2H, m), 1.65-1.72 (4H, m), 1.80-1.96 (4H, m), 1.98-2.10 (4H, m) 2.22 (2H, t, J=7.0 Hz), 2.24-2.30 (4H, m), 3.10 (4H, t, J=5.2 Hz), 3.50 (4H, t, J=4.6 Hz), 4.09 (2H, t, J=7.0 Hz), 4.79 (1H, td, J=8.4, 5.5 Hz), 5.51 (1H, t, J=4.5 Hz), 6.21 (1H, s), 7.10-7.15 (2H, ... Starting materials: COC([C@@H](NC(=O)OCC1=CC=CC=C1)CC1=CC(=C(C=C1)C=1C(N(C(N(C1)C)=O)C)=O)C)=O (N-(benzyloxycarbonyl)-4-(1,3-dimethyl-2,4-dioxo-5-pyrimidinyl)-3-methyl-L-phenylalanine methyl ester), C1=CCCCC1 (cyclohexene). Reagents/catalysts: [Pd] (palladium on carbon). Run in C(C)O (ethanol). Yields the product COC([C@@H](N)CC1=CC(=C(C=C1)C=1C(N(C(N(C1)C)=O)C)=O)C)=O (4-(1,3-dimethyl-2,4-dioxo-5-pyrimidinyl)-3-methyl-L-phenylalanine methyl ester). The yield is 85.2%. Reaction SMILES: [CH3:1][O:2][C:3](=[O:34])[C@H:4]([CH2:16][C:17]1[CH:22]=[CH:21][C:20]([C:23]2[C:24](=[O:32])[N:25]([CH3:31])[C:26](=[O:30])[N:27]([CH3:29])[CH:28]=2)=[C:19]([CH3:33])[CH:18]=1)[NH:5]C(OCC1C=CC=CC=1)=O.C1CCCCC=1>[Pd].C(O)C>[CH3:1][O:2][C:3](=[O:34])[C@H:4]([CH2:16][C:17]1[CH:22]=[CH:21][C:20]([C:23]2[C:24](=[O:32])[N:25]([CH3:31])[C:26](=[O:30])[N:27]([CH3:29])[CH:28]=2)=[C:19]([CH3:33])[CH:18]=1)[NH2:5]. Reported procedure: A mixture of N-(benzyloxycarbonyl)-4-(1,3-dimethyl-2,4-dioxo-5-pyrimidinyl)-3-methyl-L-phenylalanine methyl ester (0.34 mmol, 159 mg), cyclohexene (1 mL) and 10% palladium on carbon (100 mg) in ethanol (3 mL) was heated to reflux for 20 min. Then, it was filtered through a pad of celite and the pad was washed with ethanol (10 mL). The combined filtrate was concentrated and the residue was dried under high vacuum to afford 96 mg (85% yield) of 4-(1,3-dimethyl-2,4-dioxo-5-pyrimidinyl)-3-methyl-L-p... Starting materials: C(C)[Mg]Br (ethylmagnesium bromide), C(C1=CC=CC=C1)OC1=C(C#N)C=CC=C1F (2-(benzyloxy)-3-fluorobenzonitrile), B(F)(F)F.CCOCC (boron trifluoride etherate). The reagents and catalysts are CC(C)[O-].CC(C)[O-].CC(C)[O-].CC(C)[O-].[Ti+4] (tetraisopropyl orthotitanate). The solvent is C(C)OCC (diethyl ether), C(C)OCC (diethyl ether). Reaction conditions: temperature -78 celsius, time 15 minute. Yields the product C(C1=CC=CC=C1)OC1=C(C=CC=C1F)C1(CC1)N (1-[2-(Benzyloxy)-3-fluorophenyl]cyclopropanamine). Reaction SMILES: [CH2:1]([Mg]Br)[CH3:2].[CH2:5]([O:12][C:13]1[C:20]([F:21])=[CH:19][CH:18]=[CH:17][C:14]=1[C:15]#[N:16])[C:6]1[CH:11]=[CH:10][CH:9]=[CH:8][CH:7]=1.B(F)(F)F.CCOCC>C(OCC)C.CC([O-])C.CC([O-])C.CC([O-])C.CC([O-])C.[Ti+4]>[CH2:5]([O:12][C:13]1[C:20]([F:21])=[CH:19][CH:18]=[CH:17][C:14]=1[C:15]1([NH2:16])[CH2:2][CH2:1]1)[C:6]1[CH:7]=[CH:8][CH:9]=[CH:10][CH:11]=1 |f:2.3,5.6.7.8.9|. Procedure: A solution of ethylmagnesium bromide, 3M in diethyl ether (28.2 mL) was added as a slow stream to a mechanically stirred mixture of tetraisopropyl orthotitanate (13.09 mL), and 2-(benzyloxy)-3-fluorobenzonitrile (Example 283a, 9.6 g) in diethyl ether (400 mL) cooled to −78° C. The resulting solution was stirred at −78° C. for 15 min and then warmed to room temperature over 1 h 30 min. An ice bath was placed around the reaction and boron trifluoride etherate (10.71 mL) was added as a slow stream ... Starting materials: ClC1=C(C(=O)Cl)C=CC=N1 (2-chloronicotinoyl chloride), C(C)OC(=O)C1=CNC=C1 (1H-pyrrole-3-carboxylic acid ethyl ester), Cl (HCl), [Sn](Cl)(Cl)(Cl)Cl (tin (IV) chloride). The solvent is C1=CC=CC=C1 (benzene), C1=CC=CC=C1 (benzene). Reaction conditions: time 8 hour. Yields the product C(C)OC(=O)C1=CNC(=C1)C(=O)C=1C(=NC=CC1)Cl (5-(2-chloro-pyridine-3-carbonyl)-1H-pyrrole-3-carboxylic acid ethyl ester). Isolated yield 50.0%. Reaction SMILES: [Cl:1][C:2]1[N:10]=[CH:9][CH:8]=[CH:7][C:3]=1[C:4](Cl)=[O:5].[CH2:11]([O:13][C:14]([C:16]1[CH:20]=[CH:19][NH:18][CH:17]=1)=[O:15])[CH3:12].[Sn](Cl)(Cl)(Cl)Cl.Cl>C1C=CC=CC=1>[CH2:11]([O:13][C:14]([C:16]1[CH:20]=[C:19]([C:4]([C:3]2[C:2]([Cl:1])=[N:10][CH:9]=[CH:8][CH:7]=2)=[O:5])[NH:18][CH:17]=1)=[O:15])[CH3:12]. Reported procedure: A solution of 2-chloronicotinoyl chloride (493 mg, 2.8 mmol) in benzene (1 mL) was added to a mixture of 1H-pyrrole-3-carboxylic acid ethyl ester (390 mg, 2.8 mmol) in benzene (3 mL), followed by a dropwise addition of tin (IV) chloride (0.5 mL). The mixture was stirred at room temperature under nitrogen for overnight. The reaction was treated with 2N HCl and extracted with ethyl acetate. The combined ethyl acetate was washed, dried and concentrated to give 390 mg (50%) of 5-(2-chloro-pyridine-3...